This data is from the Open Reaction Database (ORD), a public repository of structured organic reaction records. The task is: describe an organic reaction: reactants, conditions, products, and yield Reactants: C(CCCCCCCCCCCCCCC)OC(C)(C)C1OC1 ([1-(hexadecyloxy)-1-methylethyl]oxirane), [OH-].[K+] (potassium hydroxide), CS(=O)C (dimethyl sulfoxide). Solvent: O (water), O (water). Conditions: temperature 110 celsius, time 8 hour. Product: C(CCCCCCCCCCCCCCC)OC(C(CO)O)(C)C (3-(Hexadecyloxy)-3-methyl-1,2-butanediol). Procedure: A mixture of 35 g of [1-(hexadecyloxy)-1-methylethyl]oxirane, 30.07 g of potassium hydroxide, 70 ml of water and 450 ml of dimethyl sulfoxide was stirred at 110° C. for 8 hours, then cooled, poured into water and extracted with ether. The ether extract was dried and the solvent removed. The residue was chromatographed via HPLC, eluting with hexane:ethyl acetate (4:1). The lower Rf component was the desired compound, giving 18.2 g of an oil. As a reaction SMILES: [CH2:1]([O:17][C:18]([CH:21]1[CH2:23][O:22]1)([CH3:20])[CH3:19])[CH2:2][CH2:3][CH2:4][CH2:5][CH2:6][CH2:7][CH2:8][CH2:9][CH2:10][CH2:11][CH2:12][CH2:13][CH2:14][CH2:15][CH3:16].[OH-].[K+].CS(C)=[O:28]>O>[CH2:1]([O:17][C:18]([CH3:19])([CH3:20])[CH:21]([OH:28])[CH2:23][OH:22])[CH2:2][CH2:3][CH2:4][CH2:5][CH2:6][CH2:7][CH2:8][CH2:9][CH2:10][CH2:11][CH2:12][CH2:13][CH2:14][CH2:15][CH3:16] |f:1.2|. Starting materials: Cl (hydrochloric acid), COC(CNC)OC (N-methylaminoacetaldehyde dimethylacetal), COC1=C(C=O)C=CC2=C1OCO2 (2-methoxy-3,4-methylenedioxybenzaldehyde). The reagents and catalysts are [Pd] (palladium on carbon), COC1=C(C=O)C=CC2=C1OCO2 (2-methoxy-3,4-methylenedioxybenzaldehyde). Solvent: C(C)O (ethanol), C(C)O (ethanol), C(C)O (ethanol). Product: 2-methoxy-3,4-methylene-dioxybenzylalcohol, COC1=C(C=CC2=C1OCO2)C (2-methoxy-3,4-methylenedioxytoluene). The yield is 8.2%. RXN SMILES: Cl.COC(OC)CNC.[CH3:10][O:11][C:12]1[C:19]2[O:20][CH2:21][O:22][C:18]=2[CH:17]=[CH:16][C:13]=1[CH:14]=O>[Pd].COC1C2OCOC=2C=CC=1C=O.C(O)C>[CH3:10][O:11][C:12]1[C:19]2[O:20][CH2:21][O:22][C:18]=2[CH:17]=[CH:16][C:13]=1[CH3:14]. Procedure details: To 100 ml of ethanol, were charged 0.18 ml of ethanol containing 22.2 g of hydrochloric acid dissolved therein, 0.79 g of N-methylaminoacetaldehyde dimethylacetal, 1.0 g of 2-methoxy-3,4-methylenedioxybenzaldehyde, 0.12 g of 5% palladium on carbon catalyst and 10 ml of ethanol, and hydrogenation was carried out in an oil bath at 70° C. for 2 hours. The amount of hydrogen absorption was 100% of the theoretical amount. After the reaction was over, the catalyst was filtered out and 2N NaOH aqueous ... The reactants are CN1CCCC1=O, O=c1[nH]cnc2cc(Cl)ccc12, CC1OC1(Cn1cncn1)c1ccc(F)cc1F, [K+], [K+], O=C([O-])[O-], O. As a reaction SMILES: [CH3:38][N:39]1[CH2:40][CH2:41][CH2:42][C:43]1=[O:44].[Cl:19][c:20]1[cH:21][cH:22][c:23]2[c:24](=[O:30])[nH:25][cH:26][n:27][c:28]2[cH:29]1.[F:1][c:2]1[c:3]([C:9]2([CH2:13][n:14]3[n:15][cH:16][n:17][cH:18]3)[O:10][CH:11]2[CH3:12])[cH:4][cH:5][c:6]([F:8])[cH:7]1.[K+:31].[K+:32].[O-:33][C:34]([O-:35])=[O:36].[OH2:37]>>[F:1][c:2]1[c:3]([C:9]([OH:10])([CH:11]([CH3:12])[n:25]2[c:24](=[O:30])[c:23]3[cH:22][cH:21][c:20]([Cl:19])[cH:29][c:28]3[n:27][cH:26]2)[CH2:13][n:14]2[n:15][cH:16][n:17][cH:18]2)[cH:4][cH:5][c:6]([F:8])[cH:7]1. Yields the product CC(n1cnc2cc(Cl)ccc2c1=O)C(O)(Cn1cncn1)c1ccc(F)cc1F. The reactants are [N+](=O)([O-])C1=CC=C(C=O)C=C1 (p-nitro benzaldehyde), C(#N)CC(=O)[N-]CC1=CC=CC=C1 (N-(Cyano acetyl) benzyl amide), NCCC(=O)O (β-alanine). Solvent: C(C)O (ethanol). The product is C1=CC=C(C=C1)CNC(=O)/C(=C/C2=CC=C(C=C2)[N+](=O)[O-])/C#N (AG1801). Isolated yield 73.0%. Reaction SMILES: [N+:1]([C:4]1[CH:11]=[CH:10][C:7]([CH:8]=O)=[CH:6][CH:5]=1)([O-:3])=[O:2].[C:12]([CH2:14][C:15]([N-:17][CH2:18][C:19]1[CH:24]=[CH:23][CH:22]=[CH:21][CH:20]=1)=[O:16])#[N:13].NCCC(O)=O>C(O)C>[CH:22]1[CH:21]=[CH:20][C:19]([CH2:18][NH:17][C:15](/[C:14](/[C:12]#[N:13])=[CH:8]/[C:7]2[CH:10]=[CH:11][C:4]([N+:1]([O-:3])=[O:2])=[CH:5][CH:6]=2)=[O:16])=[CH:24][CH:23]=1. Reported procedure: 0.45 g, 3 mM, p-nitro benzaldehyde, 0.61 g, 3.5 mM, N-(Cyano acetyl) benzyl amide (reference 9) and 50 mg β-alanine in 20 ml ethanol were refluxed for 5 hours. Cooling, and filtering gave 0.67 g, 73% yield, light yellow solid, mp-164°. NMR(CDCl3) δ 8.44 (1H,S,vinyl), 8.35, 8.07 (4H,AB, JAB=8.8 Hz), 7.35 (5H,m), 6.6(1H,br.t,NH), 4.63(2H,d,J=5.8 Hz). Starting materials: CCN=C=NCCCN(C)C, CN(C)c1ccncc1, ClCCl, OC1(COC2CCCCO2)CC1, O=C(O)c1ccccc1. The product is O=C(OC1(COC2CCCCO2)CC1)c1ccccc1. Reaction SMILES: [CH3:22][CH2:23][N:24]=[C:25]=[N:26][CH2:27][CH2:28][CH2:29][N:30]([CH3:31])[CH3:32].[CH3:36][N:37]([c:38]1[cH:39][cH:40][n:41][cH:42][cH:43]1)[CH3:44].[Cl:33][CH2:34][Cl:35].[O:1]1[CH:2]([O:7][CH2:8][C:9]2([OH:12])[CH2:10][CH2:11]2)[CH2:3][CH2:4][CH2:5][CH2:6]1.[OH:13][C:14](=[O:15])[c:16]1[cH:17][cH:18][cH:19][cH:20][cH:21]1>>[O:1]1[CH:2]([O:7][CH2:8][C:9]2([O:12][C:14](=[O:13])[c:16]3[cH:17][cH:18][cH:19][cH:20][cH:21]3)[CH2:10][CH2:11]2)[CH2:3][CH2:4][CH2:5][CH2:6]1. The reactants are FC(C=1C=C(C=C(C1)C=C)B1OC(C(O1)(C)C)(C)C)(F)F (2-(3-Trifluoromethyl-5-vinyl-phenyl)-4,4,5,5-tetramethyl-[1,3,2]dioxaborolane), FC=1C=C(C=C(C1NS(=O)(=O)C)F)C(C)NC(=O)C=1OC(=CC1)Br (5-bromo-furan-2-carboxylic acid [1-(3,5-difluoro-4-methanesulfonylamino-phenyl)-ethyl]-amide), C(=O)([O-])[O-].[Cs+].[Cs+] (Cs2CO3). The reagents and catalysts are Cl[Pd]([P](C1=CC=CC=C1)(C2=CC=CC=C2)C3=CC=CC=C3)([P](C4=CC=CC=C4)(C5=CC=CC=C5)C6=CC=CC=C6)Cl (Pd(PPh3)2Cl2). Yields the product FC=1C=C(C=C(C1NS(=O)(=O)C)F)C(C)NC(=O)C=1OC(=CC1)C1=CC(=CC(=C1)C=C)C(F)(F)F (5-(3-Trifluoromethyl-5-vinyl-phenyl)-furan-2-carboxylic acid [1-(3,5-difluoro-4-methanesulfonylamino-phenyl)-ethyl]-amide). Isolated yield 62.7%. RXN SMILES: [F:1][C:2]([F:21])([F:20])[C:3]1[CH:4]=[C:5](B2OC(C)(C)C(C)(C)O2)[CH:6]=[C:7]([CH:9]=[CH2:10])[CH:8]=1.[F:22][C:23]1[CH:24]=[C:25]([CH:35]([NH:37][C:38]([C:40]2[O:41][C:42](Br)=[CH:43][CH:44]=2)=[O:39])[CH3:36])[CH:26]=[C:27]([F:34])[C:28]=1[NH:29][S:30]([CH3:33])(=[O:32])=[O:31].C([O-])([O-])=O.[Cs+].[Cs+]>Cl[Pd](Cl)([P](C1C=CC=CC=1)(C1C=CC=CC=1)C1C=CC=CC=1)[P](C1C=CC=CC=1)(C1C=CC=CC=1)C1C=CC=CC=1>[F:22][C:23]1[CH:24]=[C:25]([CH:35]([NH:37][C:38]([C:40]2[O:41][C:42]([C:5]3[CH:6]=[C:7]([CH:9]=[CH2:10])[CH:8]=[C:3]([C:2]([F:1])([F:20])[F:21])[CH:4]=3)=[CH:43][CH:44]=2)=[O:39])[CH3:36])[CH:26]=[C:27]([F:34])[C:28]=1[NH:29][S:30]([CH3:33])(=[O:32])=[O:31] |f:2.3.4,^1:54,73|. Reported procedure: 2-(3-Trifluoromethyl-5-vinyl-phenyl)-4,4,5,5-tetramethyl-[1,3,2]dioxaborolane (135 mg, 0.45 mmol) and 5-bromo-furan-2-carboxylic acid [1-(3,5-difluoro-4-methanesulfonylamino-phenyl)-ethyl]-amide (130 mg, 0.31 mmol) was reacted using Pd(PPh3)2Cl2 (20 mg, 0.03 mmol), Cs2CO3 (300 mg, 0.92 mmol) as described above to give the title compound (100 mg, 63%) after purification by flash chromatography on silica gel (hexane: EtOAc=1:1).